This data is from the Open Reaction Database (ORD), a public repository of structured organic reaction records. The task is: describe an organic reaction: reactants, conditions, products, and yield Reactants: Brc1ccc(-c2ccccc2)cc1, C1CCOC1, C1COCCO1, [Cl-], N#C[Cu], N, [NH4+], Cc1ccc(S(=O)(=O)[O-])cc1, Cc1ccc(S(=O)(=O)OCC2CCC(=O)N2)cc1. Yields the product O=C1CCC(Cc2ccc(-c3ccccc3)cc2)N1. RXN SMILES: [Br:1][c:2]1[cH:3][cH:4][c:5](-[c:8]2[cH:9][cH:10][cH:11][cH:12][cH:13]2)[cH:6][cH:7]1.[CH2:49]1[O:50][CH2:51][CH2:52][CH2:53]1.[CH2:54]1[O:55][CH2:56][CH2:57][O:58][CH2:59]1.[Cl-:47].[Cu:14][C:15]#[N:16].[NH3:46].[NH4+:48].[O-:35][S:36]([c:37]1[cH:38][cH:39][c:40]([CH3:41])[cH:42][cH:43]1)(=[O:44])=[O:45].[O:17]=[C:18]1[CH2:19][CH2:20][CH:21]([CH2:23][O:24][S:25]([c:26]2[cH:27][cH:28][c:29]([CH3:30])[cH:31][cH:32]2)(=[O:33])=[O:34])[NH:22]1>>[c:2]1([CH2:23][CH:21]2[CH2:20][CH2:19][C:18](=[O:17])[NH:22]2)[cH:3][cH:4][c:5](-[c:8]2[cH:9][cH:10][cH:11][cH:12][cH:13]2)[cH:6][cH:7]1. Starting materials: CN(C)C=NS(=O)(=O)c1ccc([N+](=O)[O-])cc1OCCCC(CO)NC(=O)OC(C)(C)C, CC#N, Cl, C1COCCO1. The product is Cl, CN(C)C=NS(=O)(=O)c1ccc([N+](=O)[O-])cc1OCCCC(N)CO. As a reaction SMILES: [C:1]([O:2][C:3](=[O:4])[NH:7][CH:8]([CH2:9][CH2:10][CH2:11][O:12][c:13]1[c:14]([S:22]([N:23]=[CH:24][N:25]([CH3:26])[CH3:27])(=[O:28])=[O:29])[cH:15][cH:16][c:17]([N+:19](=[O:20])[O-:21])[cH:18]1)[CH2:30][OH:31])([CH3:5])([CH3:6])[CH3:32].[CH3:34][C:35]#[N:36].[ClH:33].[O:37]1[CH2:38][CH2:39][O:40][CH2:41][CH2:42]1>>[ClH:33].[NH2:7][CH:8]([CH2:9][CH2:10][CH2:11][O:12][c:13]1[c:14]([S:22]([N:23]=[CH:24][N:25]([CH3:26])[CH3:27])(=[O:28])=[O:29])[cH:15][cH:16][c:17]([N+:19](=[O:20])[O-:21])[cH:18]1)[CH2:30][OH:31]. The reactants are O=C(O)c1ccc(Br)c2ccccc12, CCO, Cc1ccccc1, CO, CO, COC(=O)c1ccc(C=Cc2ccccc2)c2ccccc12, ClCCl, [Na+], O=C([O-])O, [Pd], O=S(=O)(O)O, OB(O)C=Cc1ccccc1. Product: COC(=O)c1ccc(C=O)c2ccccc12. Reaction SMILES: [Br:23][c:24]1[c:25]2[c:26]([cH:27][cH:28][cH:29][cH:30]2)[c:31]([C:32]([OH:33])=[O:35])[cH:34][cH:36]1.[CH3:58][CH2:59][OH:60].[CH3:61][c:62]1[cH:63][cH:64][cH:65][cH:66][cH:67]1.[CH3:72][OH:73].[CH3:74][OH:75].[CH:1](=[CH:2][c:3]1[cH:4][cH:5][cH:6][cH:7][cH:8]1)[c:9]1[cH:10][cH:11][c:12]([C:19](=[O:20])[O:21][CH3:22])[c:13]2[cH:14][cH:15][cH:16][cH:17][c:18]12.[Cl:69][CH2:70][Cl:71].[Na+:57].[O-:53][C:54]([OH:55])=[O:56].[Pd:68].[S:37](=[O:38])(=[O:39])([OH:40])[OH:41].[c:42]1([CH:43]=[CH:44][B:45]([OH:46])[OH:47])[cH:48][cH:49][cH:50][cH:51][cH:52]1>>[CH:1]([c:9]1[cH:10][cH:11][c:12]([C:19](=[O:20])[O:21][CH3:22])[c:13]2[cH:14][cH:15][cH:16][cH:17][c:18]12)=[O:35]. Reactants: CC[O-], COc1ccc(O)cc1, CCO, [Na+], O=C1CCCO1. The product is COc1ccc(OCCCC(=O)O)cc1. As a reaction SMILES: [CH3:10][CH2:11][O-:12].[CH3:1][O:2][c:3]1[cH:4][cH:5][c:6]([OH:9])[cH:7][cH:8]1.[CH3:20][CH2:21][OH:22].[Na+:13].[O:14]=[C:15]1[CH2:16][CH2:17][CH2:18][O:19]1>>[CH3:1][O:2][c:3]1[cH:4][cH:5][c:6]([O:9][CH2:18][CH2:17][CH2:16][C:15](=[O:14])[OH:19])[cH:7][cH:8]1. Reaction SMILES: [Br-:1].[CH3:2][Mg+:3].[CH3:4][C:5]([CH2:6][c:7]1[n:8][c:9]([C:18]([CH2:19][c:20]2[c:21]([F:33])[cH:22][c:23](-[c:26]3[n:27][cH:28][c:29]([F:32])[cH:30][cH:31]3)[cH:24][cH:25]2)=[O:34])[n:10]([S:12](=[O:13])(=[O:14])[N:15]([CH3:16])[CH3:17])[cH:11]1)([CH3:35])[CH3:36].[O:37]1[CH2:38][CH2:39][CH2:40][CH2:41]1>>[CH3:2][C:18]([c:9]1[n:8][c:7]([CH2:6][C:5]([CH3:4])([CH3:35])[CH3:36])[cH:11][n:10]1[S:12](=[O:13])(=[O:14])[N:15]([CH3:16])[CH3:17])([CH2:19][c:20]1[c:21]([F:33])[cH:22][c:23](-[c:26]2[n:27][cH:28][c:29]([F:32])[cH:30][cH:31]2)[cH:24][cH:25]1)[OH:34]. The product is CN(C)S(=O)(=O)n1cc(CC(C)(C)C)nc1C(C)(O)Cc1ccc(-c2ccc(F)cn2)cc1F. Starting materials: [Br-], C[Mg+], CN(C)S(=O)(=O)n1cc(CC(C)(C)C)nc1C(=O)Cc1ccc(-c2ccc(F)cn2)cc1F, C1CCOC1. Reactants: COC=1C=C(CCl)C=CC1[N+](=O)[O-] (3-methoxy-4-nitrobenzyl chloride), [Na+].CS(=O)[O-] (methanesulphinic acid sodium salt), O (water). Solvent: C(C)O (ethanol). Reaction conditions: temperature 80 celsius. Product: COC1=C(N)C=CC(=C1)CS(=O)(=O)C (2-(methyloxy)-4-[(methylsulfonyl) methyl]aniline). Yield: 83.4%. As a reaction SMILES: [CH3:1][O:2][C:3]1[CH:4]=[C:5]([CH:8]=[CH:9][C:10]=1[N+:11]([O-])=O)[CH2:6]Cl.[Na+].[CH3:15][S:16]([O-:18])=[O:17].O>C(O)C>[CH3:1][O:2][C:3]1[CH:4]=[C:5]([CH2:6][S:16]([CH3:15])(=[O:18])=[O:17])[CH:8]=[CH:9][C:10]=1[NH2:11] |f:1.2|. Procedure details: To a solution of 3-methoxy-4-nitrobenzyl chloride (2.76 g, 13.7 mmol) in 20 mL of absolute ethanol was added methanesulphinic acid sodium salt (1.0 g, 27.4 mmol). The reaction was heated to 80° C. for 16 h. The reaction was cooled to room temperature and poured into water and the aqueous layer was extracted with ethyl acetate. Combined organics were dried over anhydrous MgSO4, filtered, concentrated onto silica gel and purified by flash chromatography with ethyl acetate/hexanes as the eluent. Th... Starting materials: [Na+], C1CCOC1, [OH-], O, CC(C)CCCC(C)C1CCC2C3=C(CCC21C)C1(C)CCC(O)CC1(C=O)CC3. Yields the product CC(C)CCCC(C)C1CCC2C3=C(CCC21C)C1(C)CCC(O)CC1(CO)CC3. As a reaction SMILES: [Na+:33].[O:34]1[CH2:35][CH2:36][CH2:37][CH2:38]1.[OH-:32].[OH2:31].[OH:1][CH:2]1[CH2:3][C:4]2([CH:29]=[O:30])[CH2:5][CH2:6][C:7]3=[C:23]([CH2:22][CH2:21][C:20]4([CH3:28])[CH:8]3[CH2:9][CH2:10][CH:11]4[CH:12]([CH2:13][CH2:14][CH2:15][CH:16]([CH3:17])[CH3:18])[CH3:19])[C:24]2([CH3:27])[CH2:25][CH2:26]1>>[OH:1][CH:2]1[CH2:3][C:4]2([CH2:29][OH:30])[CH2:5][CH2:6][C:7]3=[C:23]([CH2:22][CH2:21][C:20]4([CH3:28])[CH:8]3[CH2:9][CH2:10][CH:11]4[CH:12]([CH2:13][CH2:14][CH2:15][CH:16]([CH3:17])[CH3:18])[CH3:19])[C:24]2([CH3:27])[CH2:25][CH2:26]1. Reactants: FC=1C=CC=2S(C3=CC=C(C=C3OC2C1)O)(=O)=O (3-fluoro-7-hydroxyphenoxathiin 10,10-dioxide), [H-].[Na+] (sodium hydride), ice water, ICC(F)(F)F (2-iodo-1,1,1-trifluoroethaane). Solvent: CN(C=O)C (N,N-dimethylformamide). Reaction conditions: time 10 minute. Yields the product FC=1C=CC=2S(C3=CC=C(C=C3OC2C1)OCC(F)(F)F)(=O)=O (3-fluoro-7-(2,2,2-trifluoroethoxy)phenoxathiin 10,10-dioxide). Isolated yield 51.2%. RXN SMILES: [F:1][C:2]1[CH:3]=[CH:4][C:5]2[S:6](=[O:18])(=[O:17])[C:7]3[C:12]([O:13][C:14]=2[CH:15]=1)=[CH:11][C:10]([OH:16])=[CH:9][CH:8]=3.[H-].[Na+].I[CH2:22][C:23]([F:26])([F:25])[F:24]>CN(C)C=O>[F:1][C:2]1[CH:3]=[CH:4][C:5]2[S:6](=[O:18])(=[O:17])[C:7]3[C:12]([O:13][C:14]=2[CH:15]=1)=[CH:11][C:10]([O:16][CH2:22][C:23]([F:26])([F:25])[F:24])=[CH:9][CH:8]=3 |f:1.2|. Reported procedure: Solid 3-fluoro-7-hydroxyphenoxathiin 10,10-dioxide (Example 64) (1.092 g, 4.10 mmoles) was added to an ice-bath cooled, stirred mixture of sodium hydride (60% dispersion in mineral oil) (Aldrich) (0.164 g, 4.10 mmole) in N,N-dimethylformamide (20 mL). After 10 minutes, within which effervescence ceased, 2-iodo-1,1,1-trifluoroethaane (4.993 g, 23.78 mmoles) was added and the solution was heated with stirring at 100° C. for 24 hours. The reaction was cooled and added in portions to 100 mL of vigor... Starting materials: C(C)OC(=O)C1(CCOCC1)NS(=O)(=O)C1=CC=C(C=C1)OC1=CC=C(C=C1)F (4-[4-(4-fluorophenoxy)benzenesulfonylamino]tetrahydropyran-4-carboxylic acid ethyl ester), [OH-].[Na+] (sodium hydroxide). The solvent is O1CCCC1 (tetrahydrofuran). Run at time 4 day. The product is FC1=CC=C(OC2=CC=C(C=C2)S(=O)(=O)NC2(CCOCC2)C(=O)O)C=C1 (4-[4-(4-fluorophenoxy)-benzenesulfonylamino]tetrahydropyran-4-carboxylic acid). The yield is 99.4%. RXN SMILES: C([O:3][C:4]([C:6]1([NH:12][S:13]([C:16]2[CH:21]=[CH:20][C:19]([O:22][C:23]3[CH:28]=[CH:27][C:26]([F:29])=[CH:25][CH:24]=3)=[CH:18][CH:17]=2)(=[O:15])=[O:14])[CH2:11][CH2:10][O:9][CH2:8][CH2:7]1)=[O:5])C.[OH-].[Na+]>O1CCCC1>[F:29][C:26]1[CH:25]=[CH:24][C:23]([O:22][C:19]2[CH:18]=[CH:17][C:16]([S:13]([NH:12][C:6]3([C:4]([OH:5])=[O:3])[CH2:11][CH2:10][O:9][CH2:8][CH2:7]3)(=[O:14])=[O:15])=[CH:21][CH:20]=2)=[CH:28][CH:27]=1 |f:1.2|. Procedure: A solution of 4-[4-(4-fluorophenoxy)benzenesulfonylamino]tetrahydropyran-4-carboxylic acid ethyl ester (12.1 grams, 0.0286 mole) in tetrahydrofuran (190 mL) was treated with aqueous 3 M sodium hydroxide solution (95 mL, 0.286 mole) and stirred at room temperature for 4 days. The solvent was evaporated under vacuum and the residue partitioned between water and diethyl ether. The aqueous layer was washed with diethyl ether, acidified to pH 1 with 3N aqueous hydrochloric acid solution and extracted...